From a dataset of the Open Reaction Database (ORD), a public repository of structured organic reaction records. describe an organic reaction: reactants, conditions, products, and yield Reactants: CC=1NC(=C(C(C1C(=O)OCC)C=1SC=CC1)C(=O)OCC)CO (diethyl 2-methyl-4-(2-thienyl)-6-hydroxymethyl-1,4-dihydropyridine-3,5-dicarboxylate), C1(=CC=C(C=C1)S(=O)(=O)O)C (p-toluenesulfonic acid). The solvent is C(C)O (ethanol). Reaction conditions: time 2 hour. Yields the product CC1=C(C(C2=C(N1)COC2=O)C=2SC=CC2)C(=O)OCC (ethyl 2-methyl-4-(2-thienyl)-5-oxo-1,4,5,7-tetrahydrofuro[3,4-b]pyridine-3-carboxylate). Isolated yield 58.5%. RXN SMILES: [CH3:1][C:2]1[NH:3][C:4](CO)=[C:5]([C:18]([O:20][CH2:21]C)=[O:19])[CH:6]([C:13]2[S:14][CH:15]=[CH:16][CH:17]=2)[C:7]=1[C:8]([O:10][CH2:11][CH3:12])=[O:9].C1(C)C=CC(S(O)(=O)=O)=CC=1>C(O)C>[CH3:1][C:2]1[NH:3][C:4]2[CH2:21][O:20][C:18](=[O:19])[C:5]=2[CH:6]([C:13]2[S:14][CH:15]=[CH:16][CH:17]=2)[C:7]=1[C:8]([O:10][CH2:11][CH3:12])=[O:9]. Reported procedure: A solution of diethyl 2-methyl-4-(2-thienyl)-6-hydroxymethyl-1,4-dihydropyridine-3,5-dicarboxylate (400 mg) and p-toluenesulfonic acid (catalytic amount) in 99% ethanol (10 ml) was refluxed with stirring for 2 hours. After the resultant solution was concentrated, the residue was pulverized. The power was recrystallized from ethyl acetate to give colorless prisms (203.2 mg) of ethyl 2-methyl-4-(2-thienyl)-5-oxo-1,4,5,7-tetrahydrofuro[3,4-b]pyridine-3-carboxylate, m.p. 232° C. The reactants are 300, OS(=O)(=O)O.O=S(=O)=O (oleum), [N+](=O)([O-])C1=CC=CC=2C(C3=C(C=CC=C3C(C12)=O)[N+](=O)[O-])=O (1,5-dinitroanthraquinone), 85.5, S(O)(O)(=O)=O (sulphuric acid). Run in O (water), O (water). Reaction conditions: time 3 hour. Product: OC1=CC=C(C=2C(C3=CC=CC(=C3C(C12)=O)[N+](=O)[O-])=O)N (1-hydroxy-4-amino-8-nitroanthraquinone). As a reaction SMILES: OS(O)(=O)=O.O=S(=O)=O.[N+:10]([C:13]1[C:26]2[C:25](=[O:27])[C:24]3[C:19](=[C:20]([N+:28]([O-])=O)[CH:21]=[CH:22][CH:23]=3)[C:18](=[O:31])[C:17]=2[CH:16]=[CH:15][CH:14]=1)([O-:12])=[O:11].S(=O)(=O)(O)[OH:33]>O>[OH:33][C:23]1[C:24]2[C:25](=[O:27])[C:26]3[C:17](=[CH:16][CH:15]=[CH:14][C:13]=3[N+:10]([O-:12])=[O:11])[C:18](=[O:31])[C:19]=2[C:20]([NH2:28])=[CH:21][CH:22]=1 |f:0.1|. Reported procedure: A mixture of 300 parts of 28% strength oleum and 30 parts of 1,5-dinitroanthraquinone are stirred for 3 hours at 50° to 60° C. After the addition of 85.5 parts of 78% strength sulphuric acid and 165 parts of water with cooling the reaction mixture is stirred for 6 hours at room temperature and then left to stand overnight. The mixture is added to 1,000 parts of water, and the product is filtered off with suction and washed with water until neutral. After drying, 23.3 parts of crude 1-hydroxy-4-a... The reactants are CCNC(=O)C1OC(n2cnc3c(NCC(c4ccc(Cl)cc4)c4ccc(Cl)cc4)nc(I)nc32)C(OC(=O)c2ccccc2)C1OC(=O)c1ccccc1, N#C[Cu], O. Yields the product CCNC(=O)C1OC(n2cnc3c(NCC(c4ccc(Cl)cc4)c4ccc(Cl)cc4)nc(C#N)nc32)C(OC(=O)c2ccccc2)C1OC(=O)c1ccccc1. Reaction SMILES: [C:4]([c:5]1[cH:6][cH:7][cH:8][cH:9][cH:10]1)(=[O:11])[O:12][CH:13]1[CH:14]([n:32]2[c:33]3[n:34][c:35]([I:58])[n:36][c:37]([NH:41][CH2:42][CH:43]([c:44]4[cH:45][cH:46][c:47]([Cl:50])[cH:48][cH:49]4)[c:51]4[cH:52][cH:53][c:54]([Cl:57])[cH:55][cH:56]4)[c:38]3[n:39][cH:40]2)[O:15][CH:16]([C:27](=[O:28])[NH:29][CH2:30][CH3:31])[CH:17]1[O:18][C:19]([c:20]1[cH:21][cH:22][cH:23][cH:24][cH:25]1)=[O:26].[Cu:1][C:2]#[N:3].[OH2:59]>>[C:2](#[N:3])[c:35]1[n:34][c:33]2[n:32]([CH:14]3[CH:13]([O:12][C:4]([c:5]4[cH:6][cH:7][cH:8][cH:9][cH:10]4)=[O:11])[CH:17]([O:18][C:19]([c:20]4[cH:21][cH:22][cH:23][cH:24][cH:25]4)=[O:26])[CH:16]([C:27](=[O:28])[NH:29][CH2:30][CH3:31])[O:15]3)[cH:40][n:39][c:38]2[c:37]([NH:41][CH2:42][CH:43]([c:44]2[cH:45][cH:46][c:47]([Cl:50])[cH:48][cH:49]2)[c:51]2[cH:52][cH:53][c:54]([Cl:57])[cH:55][cH:56]2)[n:36]1. Reactants: C(C)(C)(C)OC(=O)N1CCN(CCC1)C=1N=CC(=NC1)C(=O)NC1=C(C(=O)NC2=NC=C(C=C2)Cl)C=CC(=C1)C(=O)OC (2-[5-(4-t-butoxycarbonylhexahydro-1,4-diazepin-1-yl)pyrazin-2-ylcarbonylamino]-4-methoxycarbonyl-N-(5-chloropyridin-2-yl)benzamide), [OH-].[Li+] (lithium hydroxide). Run in O (water), C1CCOC1 (THF). Reaction conditions: time 8 hour. The product is C(C)(C)(C)OC(=O)N1CCN(CCC1)C=1N=CC(=NC1)C(=O)NC1=C(C(=O)NC2=NC=C(C=C2)Cl)C=CC(=C1)C(=O)O (2-[5-(4-t-Butoxycarbonylhexahydro-1,4-diazepin-1-yl)pyrazin-2-ylcarbonylamino]-4-carboxy-N-(5-chloropyridin-2-yl)-benzamide). RXN SMILES: [C:1]([O:5][C:6]([N:8]1[CH2:14][CH2:13][CH2:12][N:11]([C:15]2[N:16]=[CH:17][C:18]([C:21]([NH:23][C:24]3[CH:39]=[C:38]([C:40]([O:42]C)=[O:41])[CH:37]=[CH:36][C:25]=3[C:26]([NH:28][C:29]3[CH:34]=[CH:33][C:32]([Cl:35])=[CH:31][N:30]=3)=[O:27])=[O:22])=[N:19][CH:20]=2)[CH2:10][CH2:9]1)=[O:7])([CH3:4])([CH3:3])[CH3:2].[OH-].[Li+]>C1COCC1.O>[C:1]([O:5][C:6]([N:8]1[CH2:14][CH2:13][CH2:12][N:11]([C:15]2[N:16]=[CH:17][C:18]([C:21]([NH:23][C:24]3[CH:39]=[C:38]([C:40]([OH:42])=[O:41])[CH:37]=[CH:36][C:25]=3[C:26]([NH:28][C:29]3[CH:34]=[CH:33][C:32]([Cl:35])=[CH:31][N:30]=3)=[O:27])=[O:22])=[N:19][CH:20]=2)[CH2:10][CH2:9]1)=[O:7])([CH3:4])([CH3:2])[CH3:3] |f:1.2|. Reported procedure: To a solution of 2-[5-(4-t-butoxycarbonylhexahydro-1,4-diazepin-1-yl)pyrazin-2-ylcarbonylamino]-4-methoxycarbonyl-N-(5-chloropyridin-2-yl)benzamide (Example P10, 0.610 g, 1 mmol) in THF (6 mL) and water (2 mL) was added lithium hydroxide (0.240 g), and the solution was stirred overnight. THF was evaporated off under vacuum, and the remaining aqueous layer was acidified to pH 2 with 0.1 N HCl before it was extracted with ethyl acetate (3×20 mL), dried over magnesium sulfate and the solvent evapor... Reaction SMILES: [CH3:1][O:2][C:3]1[CH:4]=[C:5]2[C:10](=[CH:11][C:12]=1[O:13][CH3:14])[N:9]=[CH:8][CH:7]=[C:6]2[O:15][C:16]1[CH:22]=[CH:21][C:19]([NH2:20])=[C:18]([CH3:23])[CH:17]=1.C(N(C(C)C)CC)(C)C.ClC(Cl)(O[C:37](=[O:43])OC(Cl)(Cl)Cl)Cl.[NH2:45][C:46]1[S:47][C:48]([CH2:51][CH3:52])=[N:49][N:50]=1>C(Cl)(Cl)Cl.O>[CH3:1][O:2][C:3]1[CH:4]=[C:5]2[C:10](=[CH:11][C:12]=1[O:13][CH3:14])[N:9]=[CH:8][CH:7]=[C:6]2[O:15][C:16]1[CH:22]=[CH:21][C:19]([NH:20][C:37]([NH:45][C:46]2[S:47][C:48]([CH2:51][CH3:52])=[N:49][N:50]=2)=[O:43])=[C:18]([CH3:23])[CH:17]=1. Procedure: 4-[(6,7-Dimethoxy-4-quinolyl)oxy]-2-methylaniline (100 mg) was dissolved in chloroform (5 ml) and diisopropylethylamine (0.5 ml) to prepare a solution. A solution of triphosgene (100 mg) in chloroform was then added to the solution, and the mixture was stirred at room temperature for 15 min. Next, 2-amino-5-ethyl-1,3,4-thiadiazole (42 mg) was added thereto, and the mixture was further stirred at room temperature overnight. Distilled water was added to the reaction solution, and the mixture was s... Reactants: ClC(Cl)(OC(OC(Cl)(Cl)Cl)=O)Cl (triphosgene), COC=1C=C2C(=CC=NC2=CC1OC)OC1=CC(=C(N)C=C1)C (4-[(6,7-Dimethoxy-4-quinolyl)oxy]-2-methylaniline), C(C)(C)N(CC)C(C)C (diisopropylethylamine), NC=1SC(=NN1)CC (2-amino-5-ethyl-1,3,4-thiadiazole). The product is COC=1C=C2C(=CC=NC2=CC1OC)OC1=CC(=C(C=C1)NC(=O)NC=1SC(=NN1)CC)C (N-{4-[(6,7-Dimethoxy-4-quinolyl)oxy]-2-methylphenyl}-N′-(5-ethyl-1,3,4-thiadiazol-2-yl)urea). The solvent is C(Cl)(Cl)Cl (chloroform), O (water), C(Cl)(Cl)Cl (chloroform). Yield: 45.3%. Reaction conditions: time 15 minute.